Dataset: the Open Reaction Database (ORD), a public repository of structured organic reaction records. Task: describe an organic reaction: reactants, conditions, products, and yield The reactants are C(C)(=O)[O-].[NH4+] (ammonium acetate), COC=1C=C(C=O)C=C(C1OC)OC (3,4,5-Trimethoxy benzaldehyde), C(CC(=O)O)(=O)O (malonic acid). Run in CCO (EtOH). The product is NC(CC(=O)O)C1=CC(=C(C(=C1)OC)OC)OC (3-Amino-3-(3,4,5-trimethoxy-phenyl)propionic acid), solid. Isolated yield 51.0%. RXN SMILES: [CH3:1][O:2][C:3]1[CH:4]=[C:5]([CH:8]=[C:9]([O:13][CH3:14])[C:10]=1[O:11][CH3:12])[CH:6]=O.[C:15]([OH:21])(=[O:20])[CH2:16]C(O)=O.C([O-])(=O)C.[NH4+:26]>CCO>[NH2:26][CH:6]([C:5]1[CH:4]=[C:3]([O:2][CH3:1])[C:10]([O:11][CH3:12])=[C:9]([O:13][CH3:14])[CH:8]=1)[CH2:16][C:15]([OH:21])=[O:20] |f:2.3|. Procedure: 3,4,5-Trimethoxy benzaldehyde (10 mmol, 1 eq), malonic acid (1 eq) and ammonium acetate (1.3 eq) are suspended in EtOH and refluxed for 16 h (Tetrahedron, 58 (2002) 7449-7461). Upon cooling to room temperature a white precipitate is formed. The mixture is concentrated in vacuo and the white solid is partitioned between EtOAc and dilute aqueous HCl (pH 2). The aqueous phase is concentrated in vacuo. 3-Amino-3-(3,4,5-trimethoxy-phenyl)propionic acid (crude product) is obtained as a white solid (51... Reactants: O=C(O)c1ccc(Br)c(F)c1, C1COCCN1, CCN=C=NCCCN(C)C, CN(C)c1ccncc1, ClCCl, O. Yields the product O=C(c1ccc(Br)c(F)c1)N1CCOCC1. As a reaction SMILES: [Br:1][c:2]1[c:3]([F:11])[cH:4][c:5]([C:6](=[O:7])[OH:8])[cH:9][cH:10]1.[CH2:23]1[CH2:24][O:25][CH2:26][CH2:27][NH:28]1.[CH3:12][CH2:13][N:14]=[C:15]=[N:16][CH2:17][CH2:18][CH2:19][N:20]([CH3:21])[CH3:22].[CH3:33][N:34]([c:35]1[cH:36][cH:37][n:38][cH:39][cH:40]1)[CH3:41].[Cl:30][CH2:31][Cl:32].[OH2:29]>>[Br:1][c:2]1[c:3]([F:11])[cH:4][c:5]([C:6](=[O:8])[N:28]2[CH2:23][CH2:24][O:25][CH2:26][CH2:27]2)[cH:9][cH:10]1. Starting materials: 12.7, Cl.C(C1=CC=CC=C1)OC([C@@H](NC([C@@H](N)CC1=CNC2=CC=CC=C12)=O)CCSC)=O (L-tryptophyl-L-methionine benzyl ester hydrochloride), C(C)(C)(C)OC(=O)N[C@@H](CC1=CC=C(C=C1)O)C(=O)NCC(=O)NCC(=O)O (N-t-butoxycarbonyl-L-tyrosylglycylglycine), CN1CCOCC1 (N-methylmorpholine), ClC(=O)OCC(C)C (isobutyl chloroformate). Run in CN(C=O)C (dimethylformamide), CN(C=O)C (dimethylformamide), O (water). Reaction conditions: temperature -15 celsius, time 30 minute. Product: C(C1=CC=CC=C1)OC([C@@H](NC([C@@H](NC(CNC(CNC([C@@H](NC(=O)OC(C)(C)C)CC1=CC=C(C=C1)O)=O)=O)=O)CC1=CNC2=CC=CC=C12)=O)CCSC)=O (N-t-butoxycarbonyl-L-tyrosylglycylglycyl-L-tryptophyl-L-methionine benzyl ester). As a reaction SMILES: [C:1]([O:5][C:6]([NH:8][C@H:9]([C:18]([NH:20][CH2:21][C:22]([NH:24][CH2:25][C:26](O)=[O:27])=[O:23])=[O:19])[CH2:10][C:11]1[CH:16]=[CH:15][C:14]([OH:17])=[CH:13][CH:12]=1)=[O:7])([CH3:4])([CH3:3])[CH3:2].CN1CCOCC1.ClC(OCC(C)C)=O.Cl.[CH2:45]([O:52][C:53](=[O:74])[C@H:54]([CH2:70][CH2:71][S:72][CH3:73])[NH:55][C:56](=[O:69])[C@H:57]([CH2:59][C:60]1[C:68]2[C:63](=[CH:64][CH:65]=[CH:66][CH:67]=2)[NH:62][CH:61]=1)[NH2:58])[C:46]1[CH:51]=[CH:50][CH:49]=[CH:48][CH:47]=1>CN(C)C=O.O>[CH2:45]([O:52][C:53](=[O:74])[C@H:54]([CH2:70][CH2:71][S:72][CH3:73])[NH:55][C:56](=[O:69])[C@H:57]([CH2:59][C:60]1[C:68]2[C:63](=[CH:64][CH:65]=[CH:66][CH:67]=2)[NH:62][CH:61]=1)[NH:58][C:26](=[O:27])[CH2:25][NH:24][C:22](=[O:23])[CH2:21][NH:20][C:18](=[O:19])[C@H:9]([CH2:10][C:11]1[CH:16]=[CH:15][C:14]([OH:17])=[CH:13][CH:12]=1)[NH:8][C:6]([O:5][C:1]([CH3:3])([CH3:4])[CH3:2])=[O:7])[C:46]1[CH:47]=[CH:48][CH:49]=[CH:50][CH:51]=1 |f:3.4|. Procedure details: 10.0 Parts N-t-butoxycarbonyl-L-tyrosylglycylglycine and 2.4 parts N-methylmorpholine are dissolved in 125 parts dimethylformamide and cooled to -15° C. Then 3.8 parts isobutyl chloroformate is added dropwise over a 30 minute period while maintaining the temperature at -15° C. Then, a solution of 12.7 parts L-tryptophyl-L-methionine benzyl ester hydrochloride in 50 parts dimethylformamide is slowly added at -15° C. and the mixture is stirred at this temperature for 30 minutes. The cooling appara... The reactants are CCO, Cc1c(C#N)ccc([N+](=O)[O-])c1C, Cl[Sn]Cl. Yields the product Cc1c(N)ccc(C#N)c1C. RXN SMILES: [CH3:17][CH2:18][OH:19].[CH3:4][c:5]1[c:6]([C:7]#[N:8])[cH:9][cH:10][c:11]([N+:14]([O-:15])=[O:16])[c:12]1[CH3:13].[Sn:1]([Cl:2])[Cl:3]>>[CH3:4][c:5]1[c:6]([C:7]#[N:8])[cH:9][cH:10][c:11]([NH2:14])[c:12]1[CH3:13]. Starting materials: [BH4-], O=C([O-])O, ClCCl, CO, Cc1cc(C)c(S(=O)(=O)N(Cc2ccc(O)cc2Cl)c2ccc(CCC=O)cc2)c(C)c1, [Na+], [Na+]. Product: Cc1cc(C)c(S(=O)(=O)N(Cc2ccc(O)cc2Cl)c2ccc(CCCO)cc2)c(C)c1. Reaction SMILES: [BH4-:33].[C:35](=[O:36])([OH:37])[O-:38].[CH2:42]([Cl:43])[Cl:44].[CH3:40][OH:41].[Cl:1][c:2]1[c:3]([CH2:4][N:5]([S:6](=[O:7])(=[O:8])[c:9]2[c:10]([CH3:17])[cH:11][c:12]([CH3:16])[cH:13][c:14]2[CH3:15])[c:18]2[cH:19][cH:20][c:21]([CH2:24][CH2:25][CH:26]=[O:27])[cH:22][cH:23]2)[cH:28][cH:29][c:30]([OH:32])[cH:31]1.[Na+:34].[Na+:39]>>[Cl:1][c:2]1[c:3]([CH2:4][N:5]([S:6](=[O:7])(=[O:8])[c:9]2[c:10]([CH3:17])[cH:11][c:12]([CH3:16])[cH:13][c:14]2[CH3:15])[c:18]2[cH:19][cH:20][c:21]([CH2:24][CH2:25][CH2:26][OH:27])[cH:22][cH:23]2)[cH:28][cH:29][c:30]([OH:32])[cH:31]1. Reactants: COC1=C(C=CC(=C1)OC)/C(/C(C)=O)=C\N(C)C ((3E)-3-(2,4-dimethoxyphenyl)-4-(dimethylamino)but-3-en-2-one), NO.Cl (NH2OH.HCl). Solvent: CCO (EtOH). Yields the product COC1=C(C=CC(=C1)OC)C=1C=NOC1C (4-(2,4-Dimethoxyphenyl)-5-methyl-isoxazole). RXN SMILES: [CH3:1][O:2][C:3]1[CH:8]=[C:7]([O:9][CH3:10])[CH:6]=[CH:5][C:4]=1/[C:11](=[CH:15]\[N:16](C)C)/[C:12](=[O:14])[CH3:13].NO.Cl>CCO>[CH3:1][O:2][C:3]1[CH:8]=[C:7]([O:9][CH3:10])[CH:6]=[CH:5][C:4]=1[C:11]1[CH:15]=[N:16][O:14][C:12]=1[CH3:13] |f:1.2|. Procedure: Dissolve (3E)-3-(2,4-dimethoxyphenyl)-4-(dimethylamino)but-3-en-2-one (5.1 g, 20.6 mmol) in EtOH (50 mL) and add NH2OH.HCl (3.05 g, 44.0 mmol). Heat to reflux under N2 for 20 minutes. Cool and evaporate to red-brown oil. Dissolve in CH2Cl2, dry over Na2SO4, filter and concentrate to red-brown oil (4.4 g). Use without further purification. LCMS=220.2 (MH+); 218.2 (M−).